This data is from the Open Reaction Database (ORD), a public repository of structured organic reaction records. The task is: describe an organic reaction: reactants, conditions, products, and yield Reactants: [Br-], CCCCc1ccc(O)cc1Br, [C-]#N, CN1CCCC1=O, [Cl-], Cl, O, O, O, O, O, O, O. Product: CCCCc1ccc(O)cc1C#N. Reaction SMILES: [Br-:22].[Br:1][c:2]1[cH:3][c:4]([OH:12])[cH:5][cH:6][c:7]1[CH2:8][CH2:9][CH2:10][CH3:11].[C-:13]#[N:14].[CH3:23][N:24]1[CH2:25][CH2:26][CH2:27][C:28]1=[O:29].[Cl-:21].[ClH:30].[OH2:15].[OH2:16].[OH2:17].[OH2:18].[OH2:19].[OH2:20].[OH2:31]>>[c:2]1([C:13]#[N:14])[cH:3][c:4]([OH:12])[cH:5][cH:6][c:7]1[CH2:8][CH2:9][CH2:10][CH3:11]. The reactants are S(=O)(Cl)Cl (thionyl chloride), C(=O)(O)C1=CN(C2=CC=CC=C12)C1=CC=NC2=CC=C(C=C12)OC (3-carboxy-1-(6-methoxyquinol-4-yl)-1H-indole). Product: Cl.ClC(=O)C1=CN(C2=CC=CC=C12)C1=CC=NC2=CC=C(C=C12)OC (3-chlorocarbonyl-1-(6-methoxyquinol-4-yl)-1H-indole hydrochloride). RXN SMILES: S(Cl)([Cl:3])=O.[C:5]([C:8]1[C:16]2[C:11](=[CH:12][CH:13]=[CH:14][CH:15]=2)[N:10]([C:17]2[C:26]3[C:21](=[CH:22][CH:23]=[C:24]([O:27][CH3:28])[CH:25]=3)[N:20]=[CH:19][CH:18]=2)[CH:9]=1)(O)=[O:6]>>[ClH:3].[Cl:3][C:5]([C:8]1[C:16]2[C:11](=[CH:12][CH:13]=[CH:14][CH:15]=2)[N:10]([C:17]2[C:26]3[C:21](=[CH:22][CH:23]=[C:24]([O:27][CH3:28])[CH:25]=3)[N:20]=[CH:19][CH:18]=2)[CH:9]=1)=[O:6] |f:2.3|. Procedure: 4 cm3 of thionyl chloride are added to 0.57 g (1.79 mmol) of 3-carboxy-1-(6-methoxyquinol-4-yl)-1H-indole under an argon atmosphere. After stirring at reflux for 2 hours, the reaction mixture is concentrated to dryness under reduced pressure (2.7 kPa), successively triturated three times with 30 cm3 of dichloromethane and then concentrated to dryness under reduced pressure (2.7 kPa) to give 0.67 g of 3-chlorocarbonyl-1-(6-methoxyquinol-4-yl)-1H-indole hydrochloride in the form of a yellow powder...